From a dataset of the Open Reaction Database (ORD), a public repository of structured organic reaction records. describe an organic reaction: reactants, conditions, products, and yield The reactants are O=C([O-])[O-], CS(C)=O, N#Cc1cccnc1Cl, [Cs+], [Cs+], c1nc[nH]n1. The product is N#Cc1cccnc1-n1cncn1. Reaction SMILES: [C:15](=[O:16])([O-:17])[O-:18].[CH3:21][S:22]([CH3:23])=[O:24].[Cl:1][c:2]1[c:3]([C:4]#[N:5])[cH:6][cH:7][cH:8][n:9]1.[Cs+:19].[Cs+:20].[nH:10]1[n:11][cH:12][n:13][cH:14]1>>[c:2]1(-[n:10]2[n:11][cH:12][n:13][cH:14]2)[c:3]([C:4]#[N:5])[cH:6][cH:7][cH:8][n:9]1. Starting materials: CCOc1ccc(F)c(B(O)O)c1F, CC(=O)O, C1CCOC1, OO. The product is CCOc1ccc(F)c(O)c1F. RXN SMILES: [CH2:1]([CH3:2])[O:3][c:4]1[c:5]([F:14])[c:6]([B:11]([OH:12])[OH:13])[c:7]([F:10])[cH:8][cH:9]1.[CH3:15][C:16]([OH:17])=[O:18].[O:21]1[CH2:22][CH2:23][CH2:24][CH2:25]1.[OH:19][OH:20]>>[CH2:1]([CH3:2])[O:3][c:4]1[c:5]([F:14])[c:6]([OH:17])[c:7]([F:10])[cH:8][cH:9]1. Starting materials: CC(C)(C)OC(=O)N(CCOc1cc(Cl)cc(C(=O)O)c1)c1ccncc1, CC1(C)OCC(COCCNc2ccc(F)cc2)O1, CN(C)c1ccncc1, CCN(C(C)C)C(C)C, O=C(Cl)C(=O)Cl, ClCCl, CN(C)C=O. The product is CC(C)(C)OC(=O)N(CCOc1cc(Cl)cc(C(=O)N(CCOCC2COC(C)(C)O2)c2ccc(F)cc2)c1)c1ccncc1. As a reaction SMILES: [C:7]([CH3:8])([CH3:9])([CH3:10])[O:11][C:12](=[O:13])[N:14]([CH2:15][CH2:16][O:17][c:18]1[cH:19][c:20]([C:21](=[O:22])[OH:23])[cH:24][c:25]([Cl:27])[cH:26]1)[c:28]1[cH:29][cH:30][n:31][cH:32][cH:33]1.[CH3:34][C:35]1([CH3:52])[O:36][CH2:37][CH:38]([CH2:40][O:41][CH2:42][CH2:43][NH:44][c:45]2[cH:46][cH:47][c:48]([F:51])[cH:49][cH:50]2)[O:39]1.[CH3:70][N:71]([c:72]1[cH:73][cH:74][n:75][cH:76][cH:77]1)[CH3:78].[CH:53]([N:54]([CH2:55][CH3:56])[CH:57]([CH3:58])[CH3:59])([CH3:60])[CH3:61].[Cl:1][C:2]([C:3]([Cl:4])=[O:5])=[O:6].[Cl:62][CH2:63][Cl:64].[O:65]=[CH:66][N:67]([CH3:68])[CH3:69]>>[C:7]([CH3:8])([CH3:9])([CH3:10])[O:11][C:12](=[O:13])[N:14]([CH2:15][CH2:16][O:17][c:18]1[cH:19][c:20]([C:21](=[O:22])[N:44]([CH2:43][CH2:42][O:41][CH2:40][CH:38]2[CH2:37][O:36][C:35]([CH3:34])([CH3:52])[O:39]2)[c:45]2[cH:46][cH:47][c:48]([F:51])[cH:49][cH:50]2)[cH:24][c:25]([Cl:27])[cH:26]1)[c:28]1[cH:29][cH:30][n:31][cH:32][cH:33]1. The reactants are BrCCCN1C=2C=CC(=CC2C=2C3=C(C(=CC12)C1=C(C=CC=C1)Cl)C(NC3=O)=O)O (6-(3-Bromopropyl)-4-(2-chlorophenyl)-9-hydroxypyrrolo[3,4-c]carbazole-1,3(2H,6H)-dione), [Li] (lithium), [Li]SC (LiSMe). The solvent is O1CCOCC1 (p-dioxane), O (water). Run at time 9 hour. The product is ClC1=C(C=CC=C1)C1=CC=2N(C=3C=CC(=CC3C2C2=C1C(NC2=O)=O)O)CCCSC (4-(2-Chlorophenyl)-9-hydroxy-6-[3-(methylsulfanyl)propyl]pyrrolo[3,4-c]carbazole-1,3(2H,6H)-dione). As a reaction SMILES: Br[CH2:2][CH2:3][CH2:4][N:5]1[C:17]2[CH:16]=[C:15]([C:18]3[CH:23]=[CH:22][CH:21]=[CH:20][C:19]=3[Cl:24])[C:14]3[C:25](=[O:29])[NH:26][C:27](=[O:28])[C:13]=3[C:12]=2[C:11]2[CH:10]=[C:9]([OH:30])[CH:8]=[CH:7][C:6]1=2.[Li].[Li][S:33][CH3:34]>O1CCOCC1.O>[Cl:24][C:19]1[CH:20]=[CH:21][CH:22]=[CH:23][C:18]=1[C:15]1[C:14]2[C:25](=[O:29])[NH:26][C:27](=[O:28])[C:13]=2[C:12]2[C:11]3[CH:10]=[C:9]([OH:30])[CH:8]=[CH:7][C:6]=3[N:5]([CH2:4][CH2:3][CH2:2][S:33][CH3:34])[C:17]=2[CH:16]=1 |^1:30|. Reported procedure: A mixture of the bromide (58) (60.0 mg, 0.124 mmol) prepared as described in example 172 and lithium thiomercaptide (13 mg, 0.2481 mmol) in p-dioxane (5 mL) was refluxed for 16 h. A further 10 mg of LiSMe was added and refluxing was continued for a further 9 h. The mixture was diluted with water, extracted with ethyl acetate. The organic layer was dried, the drying agent was removed and the solution was concentrated to drynessto give the sulfide (130 directly (47.1 mg, 84%) which crystallised fr... Reactants: CCOC(=O)COc1cc(C(=O)N2c3ccccc3C(N(C(C)=O)c3ccc(Cl)cc3)CC2C)on1, CO, [Li+], [OH-], O. Product: CC(=O)N(c1ccc(Cl)cc1)C1CC(C)N(C(=O)c2cc(OCC(=O)O)no2)c2ccccc21. RXN SMILES: [C:1]([CH3:2])(=[O:3])[N:4]([CH:5]1[CH2:6][CH:7]([CH3:29])[N:8]([C:15](=[O:16])[c:17]2[cH:18][c:19]([O:22][CH2:23][C:24](=[O:25])[O:26][CH2:27][CH3:28])[n:20][o:21]2)[c:9]2[cH:10][cH:11][cH:12][cH:13][c:14]21)[c:30]1[cH:31][cH:32][c:33]([Cl:36])[cH:34][cH:35]1.[CH3:40][OH:41].[Li+:39].[OH-:38].[OH2:37]>>[C:1]([CH3:2])(=[O:3])[N:4]([CH:5]1[CH2:6][CH:7]([CH3:29])[N:8]([C:15](=[O:16])[c:17]2[cH:18][c:19]([O:22][CH2:23][C:24](=[O:25])[OH:26])[n:20][o:21]2)[c:9]2[cH:10][cH:11][cH:12][cH:13][c:14]21)[c:30]1[cH:31][cH:32][c:33]([Cl:36])[cH:34][cH:35]1. Starting materials: N=1C=CN2C1C(=CC=C2)C(=O)OCC (Ethyl (imidazo[1,2-a]pyridin-8-yl)carboxylate), [K+].[Br-] (KBr). The product is OCC=1C=2N(C=CC1)C=CN2 (8-Hydroxymethylimidazo[1,2-a]pyridine). RXN SMILES: [N:1]1[CH:2]=[CH:3][N:4]2[CH:9]=[CH:8][CH:7]=[C:6]([C:10](OCC)=[O:11])[C:5]=12.[K+].[Br-]>>[OH:11][CH2:10][C:6]1[C:5]2[N:4]([CH:3]=[CH:2][N:1]=2)[CH:9]=[CH:8][CH:7]=1 |f:1.2|. Reported procedure: From 2a (yield: 82%); mp 177-479° C.; IR (KBr) 1505, 1300, 1140, 1015, 780, 735 cm−1; 1H NMR (400 MHz, CDCl3) δ 4.99 (s, 2H), 5.65 (s, 1H), 6.78 (t, 1H, J=6.5 Hz), 7.17 (d, 1H, J=6.5 Hz), 7.27 (s, 1H), 7.59 (s, 1H), 8.08 (d, 1H, J=6.5 Hz); 13C NMR (100 MHz, CDCl3) δ 58.5, 112.5, 112.7, 121.6, 125.0, 130.0, 132.7, 144.4. The reactants are BrC1=CC=C(C=C1)/C=C/S(=O)(=O)NC1=C(C=CC=C1)S(=O)(=O)N ([(E)-2-(4-Bromophenyl)ethenylsulfonylamino]benzenesulfonamide), C1(=CCCC1)B(O)O (cyclopenten-1-ylboronic acid), C([O-])([O-])=O.[Na+].[Na+] (sodium carbonate). Reagents/catalysts: Cl[Pd]Cl.C1(=CC=CC=C1)P([C-]1C=CC=C1)C1=CC=CC=C1.[C-]1(C=CC=C1)P(C1=CC=CC=C1)C1=CC=CC=C1.[Fe+2] ((1,1′-bis(diphenylphosphino)ferrocene)-dichloropalladium(II)). Run in CN(C=O)C (N,N-dimethylformamide), O1CCCC1 (tetrahydrofuran). Run at temperature 90 celsius, time 16 hour. Yields the product C1(=CCCC1)C1=CC=C(C=C1)/C=C/S(=O)(=O)NC1=C(C=CC=C1)S(=O)(=O)N ((E)-2-(2-(4-Cyclopentenylphenyl)vinylsulfonamido)benzenesulfonamide). The yield is 68.7%. RXN SMILES: Br[C:2]1[CH:7]=[CH:6][C:5](/[CH:8]=[CH:9]/[S:10]([NH:13][C:14]2[CH:19]=[CH:18][CH:17]=[CH:16][C:15]=2[S:20]([NH2:23])(=[O:22])=[O:21])(=[O:12])=[O:11])=[CH:4][CH:3]=1.[C:24]1(B(O)O)[CH2:28][CH2:27][CH2:26][CH:25]=1.C(=O)([O-])[O-].[Na+].[Na+]>CN(C)C=O.O1CCCC1.Cl[Pd]Cl.C1(P(C2C=CC=CC=2)[C-]2C=CC=C2)C=CC=CC=1.[C-]1(P(C2C=CC=CC=2)C2C=CC=CC=2)C=CC=C1.[Fe+2]>[C:24]1([C:2]2[CH:7]=[CH:6][C:5](/[CH:8]=[CH:9]/[S:10]([NH:13][C:14]3[CH:19]=[CH:18][CH:17]=[CH:16][C:15]=3[S:20]([NH2:23])(=[O:22])=[O:21])(=[O:12])=[O:11])=[CH:4][CH:3]=2)[CH2:28][CH2:27][CH2:26][CH:25]=1 |f:2.3.4,7.8.9.10|. Reported procedure: 2-[[(E)-2-(4-Bromophenyl)ethenylsulfonylamino]benzenesulfonamide (75 mg, 0.18 mmol), cyclopenten-1-ylboronic acid (40.2 mg, 0.36 mmol), (1,1′-bis(diphenylphosphino)ferrocene)-dichloropalladium(II) (14.79 mg, 0.02 mmol) and sodium carbonate (38.1 mg, 0.36 mmol) were suspended in N,N-dimethylformamide (2 mL) and the reaction mixture was stirred under an atmosphere of argon at 90° C. for 16 hours. The reaction mixture was diluted with tetrahydrofuran and filtered through Celite. The solvent was rem... Product: C(C)(C)(C)C1=NC(=CC(=N1)C1CCC1)N1CCN(CC1)CCCSC1=NN=NN1C (2-tert-Butyl-4-cyclobutyl-6-{4-[3-(1-methyl-1H-tetrazol-5-ylsulfanyl)-propyl]-piperazin-1-yl}-pyrimidine). Starting materials: CN1N=NN=C1S (1-methyl-1H-tetrazole-5-thiol), [OH-].[Li+] (lithium hydroxide), [I-].[K+] (potassium iodide), C(C)(C)(C)C1=NC(=CC(=N1)N1CCN(CC1)CCCCl)C1CCC1 (2-tert-Butyl-4-[4-(3-chloro-propyl)-piperazin-1-yl]-6-cyclobutyl-pyrimidine). Isolated yield 49.1%. Procedure: 0.5 g of 2-tert-Butyl-4-[4-(3-chloro-propyl)-piperazin-1-yl]-6-cyclobutyl-pyrimidine (1.42 mmol) were dissolved in 15 ml of dimethylformamide. 0.18 g of 1-methyl-1H-tetrazole-5-thiol (1.56 mmol), 0.09 g of lithium hydroxide (3.76 mmol) and a spatula tip of potassium iodide were added. The mixture was stirred for 2 h at 60° C. After cooling to room temperature, the reaction mixture was partitioned between water and ethyl acetate. The ethyl acetate layer was dried over magnesium sulfate, filtered,... Reaction SMILES: [C:1]([C:5]1[N:10]=[C:9]([N:11]2[CH2:16][CH2:15][N:14]([CH2:17][CH2:18][CH2:19]Cl)[CH2:13][CH2:12]2)[CH:8]=[C:7]([CH:21]2[CH2:24][CH2:23][CH2:22]2)[N:6]=1)([CH3:4])([CH3:3])[CH3:2].[CH3:25][N:26]1[C:30]([SH:31])=[N:29][N:28]=[N:27]1.[OH-].[Li+].[I-].[K+]>CN(C)C=O>[C:1]([C:5]1[N:6]=[C:7]([CH:21]2[CH2:24][CH2:23][CH2:22]2)[CH:8]=[C:9]([N:11]2[CH2:16][CH2:15][N:14]([CH2:17][CH2:18][CH2:19][S:31][C:30]3[N:26]([CH3:25])[N:27]=[N:28][N:29]=3)[CH2:13][CH2:12]2)[N:10]=1)([CH3:4])([CH3:3])[CH3:2] |f:2.3,4.5|. Run at temperature 60 celsius, time 2 hour. Solvent: CN(C=O)C (dimethylformamide).